From a dataset of the Open Reaction Database (ORD), a public repository of structured organic reaction records. describe an organic reaction: reactants, conditions, products, and yield The reactants are C(C)(=O)Cl (acetyl chloride), N1(CCNCC1)C1=CC=C(C=C1)NC(=O)N1CC2=CC=CC=C2C1 (N-(4-(piperazin-1-yl)phenyl)isoindoline-2-carboxamide), NC=1C=C2CN(CC2=CC1)C(=O)NC1=CC=C(C=C1)C(NCCC)=O (5-amino-N-(4-(propylcarbamoyl)phenyl)isoindoline-2-carboxamide). Yields the product C1(CC1)C(=O)N1CCN(CC1)C1=CC=C(C=C1)NC(=O)N1CC2=CC=CC=C2C1 (N-{4-[4-(cyclopropylcarbonyl)piperazin-1-yl]phenyl}-1,3-dihydro-2H-isoindole-2-carboxamide). RXN SMILES: C(Cl)(=O)C.[N:5]1([C:11]2[CH:16]=[CH:15][C:14]([NH:17][C:18]([N:20]3[CH2:28][C:27]4[C:22](=[CH:23][CH:24]=[CH:25][CH:26]=4)[CH2:21]3)=[O:19])=[CH:13][CH:12]=2)[CH2:10][CH2:9][NH:8][CH2:7][CH2:6]1.NC1C=C2C(=CC=1)CN(C(NC1[CH:47]=[CH:46][C:45]([C:48](=[O:53])NCCC)=CC=1)=O)C2>>[CH:45]1([C:48]([N:8]2[CH2:9][CH2:10][N:5]([C:11]3[CH:16]=[CH:15][C:14]([NH:17][C:18]([N:20]4[CH2:28][C:27]5[C:22](=[CH:23][CH:24]=[CH:25][CH:26]=5)[CH2:21]4)=[O:19])=[CH:13][CH:12]=3)[CH2:6][CH2:7]2)=[O:53])[CH2:46][CH2:47]1. Reported procedure: The title compound was prepared as described in Example 278, substituting cyclopropanecarbonyl chloride for acetyl chloride and N-(4-(piperazin-1-yl)phenyl)isoindoline-2-carboxamide for 5-amino-N-(4-(propylcarbamoyl)phenyl)isoindoline-2-carboxamide. 1H NMR (300 MHz, DMSO-d6) δ ppm 8.15 (s, 1H), 7.38-7.45 (m, 2H), 7.28-7.39 (m, 4H), 6.87-6.93 (m, 2H), 4.74 (s, 4H), 3.73-3.90 (m, 2H), 3.50-3.70 (m, 2H), 3.02-3.18 (m, 4H), 1.98-2.07 (m, 1H), 0.68-0.77 (m, 4H); MS (ESI(−)) m/e 389 (M−H)−. Starting materials: COC1=CC=C(C=C1)S(=O)(=O)NCC(C(=O)OC(C)(C)C)C1(C(N(CC1)CCC1=CC=CC=C1)=O)CC(C)C (tert-butyl α-[[[(4-methoxyphenyl)sulfonyl]amino]methyl]-3-(2-methylpropyl)-2-oxo-1-(2-phenylethyl)-3-pyrrolidineacetate), C(=O)(C(F)(F)F)O (TFA). The solvent is C(Cl)Cl (CH2Cl2), O (H2O), ClCl (Cl2). Reaction conditions: temperature 0 celsius, time 1.5 hour. Yields the product COC1=CC=C(C=C1)S(=O)(=O)NCC(C(=O)O)C1(C(N(CC1)CCC1=CC=CC=C1)=O)CC(C)C (α-[[[(4-Methoxyphenyl)sulfonyl]amino]methyl]-3-(2-methylpropyl)-2-oxo-1-(2-phenylethyl)-3-pyrrolidineacetic acid). The yield is 89.5%. Reaction SMILES: [CH3:1][O:2][C:3]1[CH:8]=[CH:7][C:6]([S:9]([NH:12][CH2:13][CH:14]([C:22]2([CH2:36][CH:37]([CH3:39])[CH3:38])[CH2:26][CH2:25][N:24]([CH2:27][CH2:28][C:29]3[CH:34]=[CH:33][CH:32]=[CH:31][CH:30]=3)[C:23]2=[O:35])[C:15]([O:17]C(C)(C)C)=[O:16])(=[O:11])=[O:10])=[CH:5][CH:4]=1.C(O)(C(F)(F)F)=O>ClCl.C(Cl)Cl.O>[CH3:1][O:2][C:3]1[CH:4]=[CH:5][C:6]([S:9]([NH:12][CH2:13][CH:14]([C:22]2([CH2:36][CH:37]([CH3:39])[CH3:38])[CH2:26][CH2:25][N:24]([CH2:27][CH2:28][C:29]3[CH:30]=[CH:31][CH:32]=[CH:33][CH:34]=3)[C:23]2=[O:35])[C:15]([OH:17])=[O:16])(=[O:10])=[O:11])=[CH:7][CH:8]=1. Procedure details: A cold (0° C.) solution of tert-butyl α-[[[(4-methoxyphenyl)sulfonyl]amino]methyl]-3-(2-methylpropyl)-2-oxo-1-(2-phenylethyl)-3-pyrrolidineacetate (374 mg, 0.669 mmol) in CH2 Cl2 (2 mL) is treated with TFA (2 mL). The solution is maintained at 0° C. for 40 min and then allowed to warm to room temperature under N2. After 1.5 hours, the solution is diluted with CH2Cl2 and stripped (5×). The residual foam is diluted with H2O (5 mL) and extracted into CH2Cl2 (3×20 mL). The extracts are combined, dri... The reactants are C(#C)C1=C2C(N(C=3N(C2=CC=C1)C=NC3C3=NOC(=N3)C)C)=O (6-ethynyl-4,5-dihydro-4-methyl-3-(5-methyl-1,2,4-oxadiazol-3-yl)-5-oxo-imidazo(1,5-a)quinazoline), C(#C)C1=C2C(N(C=3N(C2=CC=C1)C=NC3C3=NOC(=N3)C)C)=O (6-ethynyl-4,5-dihydro-4-methyl-3-(5-methyl-1,2,4-oxadiazol-3-yl)-5-oxo-imidazo(1,5-a)quinazoline), CC1=NC(=NO1)C[N+]#[C-] (5-methyl-3-isocyanomethyl-1,2,4-oxadiazole), CN1C(NC2=CC=CC(=C2C1=O)C#C[Si](C)(C)C)=O (1,2,3,4-tetrahydro-3-methyl-2,4-dioxo-5-trimethylsilylethynyl-quinazoline). Yields the product crude product, CN1C=2N(C3=CC=CC=C3C1=O)C=NC2C2=NOC(=N2)C (4,5-dihydro-4-methyl-3-(5-methyl-1,2,4-oxadiazol-3-yl)-5-oxo-imidazo(1,5-a)quinazoline). Isolated yield 12.0%. As a reaction SMILES: C([C:3]1[CH:12]=[CH:11][CH:10]=[C:9]2[C:4]=1[C:5](=[O:23])[N:6]([CH3:22])[C:7]1[N:8]2[CH:13]=[N:14][C:15]=1[C:16]1[N:20]=[C:19]([CH3:21])[O:18][N:17]=1)#C.CC1ON=C(C[N+]#[C-])N=1.CN1C(=O)C2C(=CC=CC=2C#C[Si](C)(C)C)NC1=O>>[CH3:22][N:6]1[C:5](=[O:23])[C:4]2[C:9](=[CH:10][CH:11]=[CH:12][CH:3]=2)[N:8]2[CH:13]=[N:14][C:15]([C:16]3[N:20]=[C:19]([CH3:21])[O:18][N:17]=3)=[C:7]12. Reported procedure: 6-ethynyl-4,5-dihydro-4-methyl-3-(5-methyl-1,2,4-oxadiazol-3-yl)-5-oxo-imidazo(1,5-a)quinazoline, M.p. 202-206° C.. by reaction between 5-methyl-3-isocyanomethyl-1,2,4-oxadiazole and 1,2,3,4-tetrahydro-3-methyl-2,4-dioxo-5-trimethylsilylethynyl-quinazoline. Column chromatography(silica gel)ethyl acetate) of the crude product yielded 0.08g (12%) of 4,5-dihydro-4-methyl-3-(5-methyl-1,2,4-oxadiazol-3-yl)-5-oxo-imidazo(1,5-a)quinazoline and 0.Olg (1.9%) of 6-ethynyl-4,5-dihydro-4-methyl-3-(5-methyl-... Reactants: CC1=C(C=C(C(=C1)C)C)O (2,4,5-trimethylphenol), FC1=CC=C(C=C1)C(CCCCCC(=O)O)O (7-(4-fluorophenyl)-7-hydroxyheptanoic acid), B(F)(F)F.CCOCC (boron trifluoride ethyl ether). The solvent is C1(=CC=CC=C1)C (toluene). Conditions: time 6 hour. Yields the product FC1=CC=C(C=C1)C(CCCCCC(=O)O)C1=C(C(=CC(=C1C)C)C)O (7-(4-fluorophenyl)-7-(2-hydroxy-3,5,6-trimethylphenyl)heptanoic acid). Isolated yield 85488.3%. As a reaction SMILES: [CH3:1][C:2]1[CH:7]=[C:6]([CH3:8])[C:5]([CH3:9])=[CH:4][C:3]=1[OH:10].[F:11][C:12]1[CH:17]=[CH:16][C:15]([CH:18](O)[CH2:19][CH2:20][CH2:21][CH2:22][CH2:23][C:24]([OH:26])=[O:25])=[CH:14][CH:13]=1.B(F)(F)F.CCOCC>C1(C)C=CC=CC=1>[F:11][C:12]1[CH:13]=[CH:14][C:15]([CH:18]([C:4]2[C:5]([CH3:9])=[C:6]([CH3:8])[CH:7]=[C:2]([CH3:1])[C:3]=2[OH:10])[CH2:19][CH2:20][CH2:21][CH2:22][CH2:23][C:24]([OH:26])=[O:25])=[CH:16][CH:17]=1 |f:2.3|. Procedure: To a solution of 2,4,5-trimethylphenol (2.0 mg) and 7-(4-fluorophenyl)-7-hydroxyheptanoic acid (3.5 g) in toluene (60 ml) was added boron trifluoride ethyl ether (0.56 ml) at 70° C. and the reaction was carried out at the same temperature for 6 hours. After cooling in air, the reaction mixture was extracted by addition of water and ethyl acetate. The organic layer was washed in turn with water and saturated saline and dried with anhydrous magnesium sulfate, and the solvent was distilled off unde... The reactants are C1CCOC1, CS(=O)(=O)N1CCN(c2ccc(OC(F)(F)C(F)F)cc2)CC1, C[Si](C)(C)[N-][Si](C)(C)C, COC(=O)C1CCOCC1, [Li+]. The product is O=C(CS(=O)(=O)N1CCN(c2ccc(OC(F)(F)C(F)F)cc2)CC1)C1CCOCC1. Reaction SMILES: [CH2:44]1[O:45][CH2:46][CH2:47][CH2:48]1.[CH3:1][S:2](=[O:3])(=[O:4])[N:5]1[CH2:6][CH2:7][N:8]([c:11]2[cH:12][cH:13][c:14]([O:17][C:18]([CH:19]([F:20])[F:21])([F:22])[F:23])[cH:15][cH:16]2)[CH2:9][CH2:10]1.[CH3:24][Si:25]([N-:26][Si:27]([CH3:28])([CH3:29])[CH3:30])([CH3:31])[CH3:32].[CH3:34][O:35][C:36](=[O:37])[CH:38]1[CH2:39][CH2:40][O:41][CH2:42][CH2:43]1.[Li+:33]>>[CH2:1]([S:2](=[O:3])(=[O:4])[N:5]1[CH2:6][CH2:7][N:8]([c:11]2[cH:12][cH:13][c:14]([O:17][C:18]([CH:19]([F:20])[F:21])([F:22])[F:23])[cH:15][cH:16]2)[CH2:9][CH2:10]1)[C:36](=[O:35])[CH:38]1[CH2:39][CH2:40][O:41][CH2:42][CH2:43]1. Product: N1(CCOCC1)CCC1=CC=CC(=N1)CO ([6-(2-morpholin-4-ylethyl)pyridin-2-yl]methanol). Reaction SMILES: [C:1]([C:3]1[N:8]=[C:7]([CH2:9][OH:10])[CH:6]=[CH:5][CH:4]=1)#[CH:2].[NH:11]1[CH2:16][CH2:15][O:14][CH2:13][CH2:12]1>C(O)C>[N:11]1([CH2:2][CH2:1][C:3]2[N:8]=[C:7]([CH2:9][OH:10])[CH:6]=[CH:5][CH:4]=2)[CH2:16][CH2:15][O:14][CH2:13][CH2:12]1. The solvent is C(C)O (ethanol). Reactants: C(#C)C1=CC=CC(=N1)CO ((6-Ethynylpyridin-2-yl)methanol), N1CCOCC1 (morpholine). Procedure: (6-Ethynylpyridin-2-yl)methanol (320 mg) and morpholine (1 g) were dissolved in 3 mL of ethanol, and the solution was heated to reflux under argon atmosphere for 24 hours. After allowing the reaction to cool, the ethanol was removed under reduced pressure, and the residue was basified with aqueous sodium hydroxide, and extracted with chloroform. The organic layer was washed with brine, dried over anhydrous magnesium sulfate, and the solvent was removed. The residue was purified by chromatography... The yield is 22.8%.